From a dataset of the Open Reaction Database (ORD), a public repository of structured organic reaction records. describe an organic reaction: reactants, conditions, products, and yield Starting materials: [N+](=O)([O-])C1=CC=C(C=C1)CC(=O)O (4-Nitrophenylacetic acid), C1(CCCCC1)N=C=NC1CCCCC1 (dicyclohexylcarbodiimide), OC1=CC(OC2=CC=CC=C12)=O (4-hydroxycoumarin). Run at time 1 hour. The product is OC1=C(C(OC2=CC=CC=C12)=O)C(CC1=CC=C(C=C1)[N+](=O)[O-])=O (4-hydroxy-3-(4-nitrophenylacetyl)-coumarin). The solvent is ClCCCl (1,2-dichloroethane). The reagents and catalysts are CN(C1=CC=NC=C1)C (4-dimethylaminopyridine), CN(C1=CC=NC=C1)C (4-dimethylaminopyridine). Procedure: 4-Nitrophenylacetic acid (4.5 g, 25 mmol) and then dicyclohexylcarbodiimide (5.4 g, 26 mmol) were added to a 1,2-dichloroethane (160 ml) suspension of 4-hydroxycoumarin (4.00 g, 24.6 mmol) at room temperature, after which 4-dimethylaminopyridine (0.15 g, 1.2 mmol) was added and stirring carried out for 1 hour at 60° C. and then further 4-dimethylaminopyridine (0.30 g, 2.4 mmol) added and stirring carried out for 23 hours at 85° C. The dicyclohexylurea was filtered off while the solution was stil... Yield: 19.5%. As a reaction SMILES: [N+:1]([C:4]1[CH:9]=[CH:8][C:7]([CH2:10][C:11]([OH:13])=O)=[CH:6][CH:5]=1)([O-:3])=[O:2].C1(N=C=NC2CCCCC2)CCCCC1.[OH:29][C:30]1[C:39]2[C:34](=[CH:35][CH:36]=[CH:37][CH:38]=2)[O:33][C:32](=[O:40])[CH:31]=1>CN(C)C1C=CN=CC=1.ClCCCl>[OH:29][C:30]1[C:39]2[C:34](=[CH:35][CH:36]=[CH:37][CH:38]=2)[O:33][C:32](=[O:40])[C:31]=1[C:11](=[O:13])[CH2:10][C:7]1[CH:6]=[CH:5][C:4]([N+:1]([O-:3])=[O:2])=[CH:9][CH:8]=1. Starting materials: C(C)OC(CSC1=CN=C(S1)NC(=O)N(C1=CC(=CC=C1)C(N(C)C)=O)CC1CCCC1)=O ({2-[3-cyclopentylmethyl-3-(3-dimethylcarbamoylphenyl)-ureido]-thiazol-5-ylsulfanyl}-acetic acid ethyl ester), C(C)OC(CSC1=CN=C(S1)N)=O ((2-aminothiazol-5-ylsulfanyl)acetic acid ethyl ester), C1(CCCC1)CN(C(NC=1SC=C(N1)CC(=O)O)=O)C1=CC=C(C=C1)S(=O)(=O)C ({2-[3-cyclopentylmethyl-3-(4-methanesulfonyl-phenyl)-ureido]-thiazol-4-yl}-acetic acid), C1(CCCC1)CNC=1C=C(C(=O)N(C)C)C=CC1 (3-(cyclopentylmethyl-amino)-N,N-dimethyl-benzamide). The product is C1(CCCC1)N(C(N(C=1SC(=CN1)SCC(=O)O)C)=O)C1=CC(=CC=C1)C(N(C)C)=O ({2-[3-Cyclopentyl methyl-3-(3-dimethylcarbamoyl-phenyl)-ureido]-thiazol-5-ylsulfanyl}-acetic acid). RXN SMILES: C([O:3][C:4](=[O:33])[CH2:5][S:6][C:7]1[S:11][C:10]([NH:12][C:13]([N:15](CC2CCCC2)[C:16]2[CH:21]=[CH:20][CH:19]=[C:18]([C:22](=[O:26])[N:23]([CH3:25])[CH3:24])[CH:17]=2)=[O:14])=[N:9][CH:8]=1)C.[CH:34]1(CN(C2C=CC(S(C)(=O)=O)=CC=2)C(=O)NC2SC=C(CC(O)=O)N=2)[CH2:38][CH2:37][CH2:36][CH2:35]1.[CH:63]1(CNC2C=C(C=CC=2)C(N(C)C)=O)CCCC1.C(OC(=O)CSC1SC(N)=NC=1)C>>[CH:34]1([N:15]([C:16]2[CH:21]=[CH:20][CH:19]=[C:18]([C:22](=[O:26])[N:23]([CH3:24])[CH3:25])[CH:17]=2)[C:13](=[O:14])[N:12]([CH3:63])[C:10]2[S:11][C:7]([S:6][CH2:5][C:4]([OH:3])=[O:33])=[CH:8][N:9]=2)[CH2:38][CH2:37][CH2:36][CH2:35]1. Procedure: The title compound was prepared via {2-[3-cyclopentylmethyl-3-(3-dimethylcarbamoylphenyl)-ureido]-thiazol-5-ylsulfanyl}-acetic acid ethyl ester in a similar manner as described for the synthesis of {2-[3-cyclopentylmethyl-3-(4-methanesulfonyl-phenyl)-ureido]-thiazol-4-yl}-acetic acid, using 3-(cyclopentylmethyl-amino)-N,N-dimethyl-benzamide and (2-aminothiazol-5-ylsulfanyl)acetic acid ethyl ester Reported procedure: A quantity of a 1 mg/ml solution in ethyl acetate of 8(S),9(S),10(R)-trihydroxy-11,13,15-hexadecatriynoic acid (10 ml, 34.2 μmols) was stirred at ambient temperature in a flask equipped with a vacuum adapter. A solution of CH2N2 in diethyl ether (1 ml) was added and the progress of the reaction followed by thin layer chromatography. After 10 minutes, vacuum was applied and the excess CH2N2 was removed. The mixture was partially concentrated to 0.2 ml and applied to a short silica gel column. The... Conditions: time 10 minute. As a reaction SMILES: [OH:1][C@H:2]([C@H:12]([OH:21])[C@H:13]([OH:20])[C:14]#[C:15][C:16]#[C:17][C:18]#[CH:19])[CH2:3][CH2:4][CH2:5][CH2:6][CH2:7][CH2:8][C:9]([OH:11])=[O:10].[C:22](OCC)(=O)C>C(OCC)C>[OH:1][C@H:2]([C@H:12]([OH:21])[C@H:13]([OH:20])[C:14]#[C:15][C:16]#[C:17][C:18]#[CH:19])[CH2:3][CH2:4][CH2:5][CH2:6][CH2:7][CH2:8][C:9]([O:11][CH3:22])=[O:10]. The product is O[C@@H](CCCCCCC(=O)OC)[C@@H]([C@@H](C#CC#CC#C)O)O (8(S),9(S),10(R)-Trihydroxy-11,13,15-hexadecatriynoic acid, methyl ester). The solvent is C(C)OCC (diethyl ether). Starting materials: O[C@@H](CCCCCCC(=O)O)[C@@H]([C@@H](C#CC#CC#C)O)O (8(S),9(S),10(R)-trihydroxy-11,13,15-hexadecatriynoic acid), C(C)(=O)OCC (ethyl acetate). Reactants: BrC=1C=C(C=CC1OC)C1C(=NOC1OC)C (4-(3-bromo-4-methoxyphenyl)-5-methoxy-3-methyl-4,5-dihydroisoxazole), Cl (HCl). The solvent is C(C)O (ethanol). The product is BrC=1C=C(C=CC1OC)C=1C(=NOC1)C (4-(3-bromo-4-methoxyphenyl)-3-methylisoxazole). The yield is 67.7%. As a reaction SMILES: [Br:1][C:2]1[CH:3]=[C:4]([CH:10]2[CH:14](OC)[O:13][N:12]=[C:11]2[CH3:17])[CH:5]=[CH:6][C:7]=1[O:8][CH3:9].Cl>C(O)C>[Br:1][C:2]1[CH:3]=[C:4]([C:10]2[C:11]([CH3:17])=[N:12][O:13][CH:14]=2)[CH:5]=[CH:6][C:7]=1[O:8][CH3:9]. Procedure details: A solution of 4-(3-bromo-4-methoxyphenyl)-5-methoxy-3-methyl-4,5-dihydroisoxazole (260 mg, 0.87 mmol) in 15 mL of a 5:1 mixture of ethanol and 12N aqueous HCl was heated at reflux overnight. After cooling to room temperature, the reaction was concentrated to a small volume in vacuo. Saturated aqueous sodium bicarbonate (50 mL) was added and the mixture was extracted with 3×50 mL of ethyl acetate. The combined ethyl acetate layers were washed with 50 mL of brine, dried over sodium sulfate, and ev... The reactants are C1(=CC=CC=C1)CCN(CCO)CCO (2-phenylethyldiethanolamine), C(Cl)(Cl)Cl (chloroform), C(Cl)(Cl)Cl (chloroform), S(=O)(Cl)Cl (thionyl chloride). Yields the product Cl.C1(=CC=CC=C1)CCN(CCCl)CCCl (N-(2-phenylethyl)-N,N-bis(2-chloroethyl)amine hydrochloride). RXN SMILES: [C:1]1([CH2:7][CH2:8][N:9]([CH2:13]CO)[CH2:10][CH2:11]O)[CH:6]=[CH:5][CH:4]=[CH:3][CH:2]=1.S(Cl)([Cl:18])=O.[CH:20]([Cl:23])(Cl)Cl>>[ClH:18].[C:1]1([CH2:7][CH2:8][N:9]([CH2:13][CH2:20][Cl:23])[CH2:10][CH2:11][Cl:18])[CH:6]=[CH:5][CH:4]=[CH:3][CH:2]=1 |f:3.4|. Procedure: To a solution of 20.0 g (95 mmoles) of N-(2-phenylethyldiethanolamine in 40 mL of chloroform was added, over a period of 1 hour, 20 mL of thionyl chloride in 20 mL of chloroform. The mixture was heated under reflux for 2 hours and concentrated to give N-(2-phenylethyl)-N,N-bis(2-chloroethyl)amine hydrochloride as an oil. NMR (CDCl3) δ7.2-7.4 (m, 5H); 4.1 (t, 4H); 3.6 (t, 4H); 3.5 (m, 2H) and 3.2 (m, 2H).